From a dataset of the Open Reaction Database (ORD), a public repository of structured organic reaction records. describe an organic reaction: reactants, conditions, products, and yield Yields the product COC(C1=CC=C(C=C1)C(CCCCCC)O)=O (Racemic 4-(1-Hydroxy-heptyl)-benzoic acid methyl ester). As a reaction SMILES: [CH3:1][O:2][C:3](=[O:12])[C:4]1[CH:9]=[CH:8][C:7]([CH:10]=[O:11])=[CH:6][CH:5]=1.[CH2:13]([Mg]Cl)[CH2:14][CH2:15][CH2:16][CH2:17][CH3:18]>>[CH3:1][O:2][C:3](=[O:12])[C:4]1[CH:9]=[CH:8][C:7]([CH:10]([OH:11])[CH2:13][CH2:14][CH2:15][CH2:16][CH2:17][CH3:18])=[CH:6][CH:5]=1. The reactants are COC(C1=CC=C(C=C1)C=O)=O (4-formyl-benzoic acid methyl ester), C(CCCCC)[Mg]Cl (n-hexylmagnesium chloride). Procedure: This compound is made from 4-formyl-benzoic acid methyl ester and n-hexylmagnesium chloride following the general method of Preparation 1. Procedure details: A solution of rhodanine-3-acetic acid (87 mg, 0.46 mmol, 1 eq), 3-(1-phenyl-2,2,2-trifluoroethoxy)-4-(2-phenylethoxy)benzaldehyde (183 mg, 0.46 mmol, 1 eq) and sodium acetate (112 mg, 1.37 mmol, 3 eq) in acetic acid (2 mL) was heated to 150□C and stirred for 3.5 days. The reaction mixture was then cooled to room temperature and partitioned between ethyl acetate (50 mL) and water (50 mL) and the two layers separated. The organic layer was washed with 1M HCl (2×50 mL), and loaded onto silica. Elut... Yield: 40.6%. As a reaction SMILES: [S:1]1[CH2:7][C:5](=[O:6])[N:4]([CH2:8][C:9]([OH:11])=[O:10])[C:2]1=[S:3].[C:12]1([CH:18]([O:23][C:24]2[CH:25]=[C:26]([CH:29]=[CH:30][C:31]=2[O:32][CH2:33][CH2:34][C:35]2[CH:40]=[CH:39][CH:38]=[CH:37][CH:36]=2)[CH:27]=O)[C:19]([F:22])([F:21])[F:20])[CH:17]=[CH:16][CH:15]=[CH:14][CH:13]=1.C([O-])(=O)C.[Na+]>C(O)(=O)C.C(OCC)(=O)C>[C:12]1([CH:18]([O:23][C:24]2[CH:25]=[C:26]([CH:27]=[C:7]3[S:1][C:2](=[S:3])[N:4]([CH2:8][C:9]([OH:11])=[O:10])[C:5]3=[O:6])[CH:29]=[CH:30][C:31]=2[O:32][CH2:33][CH2:34][C:35]2[CH:40]=[CH:39][CH:38]=[CH:37][CH:36]=2)[C:19]([F:22])([F:21])[F:20])[CH:17]=[CH:16][CH:15]=[CH:14][CH:13]=1 |f:2.3|. Run in C(C)(=O)O (acetic acid), C(C)(=O)OCC (ethyl acetate). Run at time 3.5 day. Yields the product C1(=CC=CC=C1)C(C(F)(F)F)OC=1C=C(C=CC1OCCC1=CC=CC=C1)C=C1C(N(C(S1)=S)CC(=O)O)=O (5-[[3-(1-Phenyl-2,2,2-trifluoroethoxy)-4-[2-phenylethoxy]phenyl]methylene]-4-oxo-2-thioxo-3-thiazolidineacetic acid). Starting materials: S1C(=S)N(C(=O)C1)CC(=O)O (rhodanine-3-acetic acid), C1(=CC=CC=C1)C(C(F)(F)F)OC=1C=C(C=O)C=CC1OCCC1=CC=CC=C1 (3-(1-phenyl-2,2,2-trifluoroethoxy)-4-(2-phenylethoxy)benzaldehyde), C(C)(=O)[O-].[Na+] (sodium acetate).